Dataset: the Open Reaction Database (ORD), a public repository of structured organic reaction records. Task: describe an organic reaction: reactants, conditions, products, and yield Starting materials: dry ice acetone, S(=O)(=O)(C1=CC=C(C)C=C1)OCC1([C@H]([C@H]2[C@]34C=5C(=C(C=CC5C[C@H]([C@@H]3C1)N(CC4)C)OC)O2)O)COS(=O)(=O)C2=CC=C(C)C=C2 (7,7-ditosyloxymethyl-4,5α-epoxy-3-methoxy-17-methyl-morphinan-6β-ol), CS(=O)C (DMSO), C(=O)(C(F)(F)F)OC(=O)C(F)(F)F (TFAA), TEA. Run in C(Cl)Cl (CH2Cl2), C(Cl)Cl (CH2Cl2), C(Cl)Cl (CH2Cl2). Product: S(=O)(=O)(C1=CC=C(C)C=C1)OCC1(C([C@H]2[C@]34C=5C(=C(C=CC5C[C@H]([C@@H]3C1)N(CC4)C)OC)O2)=O)COS(=O)(=O)C2=CC=C(C)C=C2 (7,7-Bis(tosyloxymethyl)-4,5α-epoxy-3-methoxy-17-methyl-morphinan-6-one). Isolated yield 81.1%. Reaction SMILES: [S:1]([O:11][CH2:12][C:13]1([CH2:35][O:36][S:37]([C:40]2[CH:46]=[CH:45][C:43]([CH3:44])=[CH:42][CH:41]=2)(=[O:39])=[O:38])[CH2:26][C@@H:25]2[C@:16]34[CH2:29][CH2:28][N:27]([CH3:30])[C@@H:24]2[CH2:23][C:22]2[CH:21]=[CH:20][C:19]([O:31][CH3:32])=[C:18]([O:33][C@H:15]3[C@@H:14]1[OH:34])[C:17]4=2)([C:4]1[CH:10]=[CH:9][C:7]([CH3:8])=[CH:6][CH:5]=1)(=[O:3])=[O:2].CS(C)=O.C(OC(C(F)(F)F)=O)(C(F)(F)F)=O>C(Cl)Cl>[S:37]([O:36][CH2:35][C:13]1([CH2:12][O:11][S:1]([C:4]2[CH:10]=[CH:9][C:7]([CH3:8])=[CH:6][CH:5]=2)(=[O:2])=[O:3])[CH2:26][C@@H:25]2[C@:16]34[CH2:29][CH2:28][N:27]([CH3:30])[C@@H:24]2[CH2:23][C:22]2[CH:21]=[CH:20][C:19]([O:31][CH3:32])=[C:18]([O:33][C@H:15]3[C:14]1=[O:34])[C:17]4=2)([C:40]1[CH:41]=[CH:42][C:43]([CH3:44])=[CH:45][CH:46]=1)(=[O:39])=[O:38]. Procedure: A solution of crude 2 (66.6 g, 99.4 mmole) in CH2Cl2 (250 mL) was added dropwise under argon to a mixture prepared from DMSO (14.2 mL, 200 mmole) in CH2Cl2 (100 mL) and TFAA (21.2 mL, 150 mmole) in CH2Cl2 (70 mL) as reported above for 6. The mixture was stirred in the dry ice acetone bath for 90 min. TEA (40 mL) was added and the mixture then allowed to warm to room temperature. The solution was evaporated, the residue dissolved in CHCl3 and washed 3 times with dilute NH4OH. Evaporation of the d... As a reaction SMILES: C([Li])CCC.CC1CCCN(C)C1(C)C.[CH3:16][O:17][C:18]1[N:19]=[N:20][C:21]([O:24][CH3:25])=[CH:22][CH:23]=1.[NH4+].[Cl-:27]>C1COCC1>[Cl:27][C:23]1[CH:22]=[C:21]([O:24][CH3:25])[N:20]=[N:19][C:18]=1[O:17][CH3:16] |f:3.4|. Run in C1CCOC1 (THF), C1CCOC1 (THF), C1CCOC1 (THF). Yields the product ClC1=C(N=NC(=C1)OC)OC (4-Chloro-3,6-dimethoxy-pyridazine). The reactants are COC=1N=NC(=CC1)OC (3,6-dimethoxy-pyridazine), [NH4+].[Cl-] (NH4Cl), C(CCC)[Li] (n-butyllithium), CC1C(N(CCC1)C)(C)C (Tetramethylpiperidine). Procedure: A solution of n-butyllithium (1.6 M in hexanes, 2.45 mL, 3.92 mmol) was added to a cold solution of THF (20 mL) at −78° C. Tetramethylpiperidine (0.67 mL, 3.92 mol) was introduced and the solution was warmed to 0° C. and kept at this temperature for 20 min; it was then cooled to −78° C. A solution of 3,6-dimethoxy-pyridazine (500 mg, 3.57 mmol) in THF (5 mL) was added slowly and the mixture was stirred at −78° C. for 45 min. This reaction mixture was transferred to a solution of achloroethane (1... Run at temperature 0 celsius, time 20 minute. Reactants: CCNC1C(C)CN(C(=O)OCC)CC1C, [Na+], [OH-]. Yields the product CCNC1C(C)CNCC1C. As a reaction SMILES: [CH2:1]([CH3:2])[NH:3][CH:4]1[CH:5]([CH3:16])[CH2:6][N:7]([C:11]([O:12][CH2:13][CH3:14])=[O:15])[CH2:8][CH:9]1[CH3:10].[Na+:18].[OH-:17]>>[CH2:1]([CH3:2])[NH:3][CH:4]1[CH:5]([CH3:16])[CH2:6][NH:7][CH2:8][CH:9]1[CH3:10]. Reactants: [H-].[Na+] (Sodium hydride), CN(C1=CC=C(C=O)C=C1)C (4-dimethylaminobenzaldehyde), C(C)(=O)OCCCCCCCC (1-octyl acetate), C(C)(=O)O (acetic acid), [H][H] (hydrogen). The solvent is O (water). Conditions: time 48 hour. Yields the product CN(C1=CC=C(C=CC(=O)OCCCCCCCC)C=C1)C (1-octyl 4-dimethylaminocinnamate). Isolated yield 93.6%. As a reaction SMILES: [H-].[Na+].[CH3:3][N:4]([CH3:13])[C:5]1[CH:12]=[CH:11][C:8]([CH:9]=O)=[CH:7][CH:6]=1.[H][H].C(O)(=O)C.[C:20]([O:23][CH2:24][CH2:25][CH2:26][CH2:27][CH2:28][CH2:29][CH2:30][CH3:31])(=[O:22])[CH3:21]>O>[CH3:3][N:4]([CH3:13])[C:5]1[CH:12]=[CH:11][C:8]([CH:9]=[CH:21][C:20]([O:23][CH2:24][CH2:25][CH2:26][CH2:27][CH2:28][CH2:29][CH2:30][CH3:31])=[O:22])=[CH:7][CH:6]=1 |f:0.1|. Procedure: Sodium hydride (1.9 g of an 80% dispersion in oil) was added portionwise with stirring over 0.5 hour to 4-dimethylaminobenzaldehyde (7.46 g) in 1-octyl acetate (158 g) at 25° C. The temperature was raised until a steady evolution of hydrogen was observed (40° C.) and held at this temperature for 48 hours. The cooled mixture was treated with glacial acetic acid (4 ml) and then water (50 ml) added. The upper layer was separated, washed with 10% sodium carbonate solution, water, and dried (MgSO4). ... Reactants: C(C)N(CC)S(F)(F)F (diethylaminosulfur trifluoride), [N+](=O)([O-])C1=CC=C(C=C1)CCO (2-(4-nitrophenyl)ethanol), C(O)([O-])=O.[Na+] (sodium hydrogen carbonate). Run in C(Cl)Cl (methylene chloride), C(Cl)Cl (methylene chloride). Run at time 30 minute. Yields the product FCCC1=CC=C(C=C1)[N+](=O)[O-] (1-fluoro-2-(4-nitrophenyl)ethane). Reaction SMILES: [N+:1]([C:4]1[CH:9]=[CH:8][C:7]([CH2:10][CH2:11]O)=[CH:6][CH:5]=1)([O-:3])=[O:2].C(N(S(F)(F)[F:19])CC)C.C(=O)([O-])O.[Na+]>C(Cl)Cl>[F:19][CH2:11][CH2:10][C:7]1[CH:8]=[CH:9][C:4]([N+:1]([O-:3])=[O:2])=[CH:5][CH:6]=1 |f:2.3|. Reported procedure: A solution of 2-(4-nitrophenyl)ethanol (835 mg) in methylene chloride (30 mL) was stirred at −78° C. under a nitrogen atomosphere. To this solution, diethylaminosulfur trifluoride (1.98 mL) in methylene chloride (20 mL) was added dropwise over 10 minutes. With stirring, the temperature of the reaction mixture was allowed to rise back to room temperature. After 30 minutes, the reaction was stopped by the addition of saturated aqueous sodium hydrogen carbonate solution (50 mL) in an ice bath. The ...